Dataset: the Open Reaction Database (ORD), a public repository of structured organic reaction records. Task: describe an organic reaction: reactants, conditions, products, and yield Starting materials: N(=O)[O-].[Na+] (sodium nitrite), N (ammonia), C(C)(C)C1=C(C=CC(=C1)[N+](=O)[O-])N (2-Isopropyl-4-nitro-phenylamine), C(#N)[Cu] (CuCN), [C-]#N.[Na+] (NaCN). The solvent is O (water), Cl (hydrochloric acid), O (water), C(C)(=O)OCC (ethyl acetate). Reaction conditions: temperature 0 celsius, time 1 hour. Product: C(C)(C)C1=C(C#N)C=CC(=C1)[N+](=O)[O-] (2-isopropyl-4-nitro-benzonitrile). The yield is 41.7%. Reaction SMILES: [CH:1]([C:4]1[CH:9]=[C:8]([N+:10]([O-:12])=[O:11])[CH:7]=[CH:6][C:5]=1N)([CH3:3])[CH3:2].N([O-])=O.[Na+].[C:18]([Cu])#[N:19].[C-]#N.[Na+].N>Cl.O.C(OCC)(=O)C>[CH:1]([C:4]1[CH:9]=[C:8]([N+:10]([O-:12])=[O:11])[CH:7]=[CH:6][C:5]=1[C:18]#[N:19])([CH3:3])[CH3:2] |f:1.2,4.5|. Reported procedure: 2-Isopropyl-4-nitro-phenylamine (1.0 g, 5.55 mmol) was dissolved in 5N hydrochloric acid (10 mL) and cooled to 0° C. A solution of sodium nitrite (0.96 g, 13.9 mmol) in water (5 mL) was added and the mixture stirred at this temperature for 1 hr. The mixture was filtered and the solids washed with ice-water, the filtrate then being added to a previously-prepared and cooled (0° C.) solution of CuCN (0.82 g, 9.16 mmol) and NaCN (0.68 g, 13.9 mmol) in water. This mixture was warmed to r.t. and stirr... The reactants are CC1(CN2C3=C(C(=C2C1)C(=O)OC)C(NCC3)=O)C (methyl 7,7-dimethyl-1-oxo-2,3,4,6,7,8-hexahydro-1H-pyrido[3,4-b]pyrrolizine-9-carboxylate), [Li+].[OH-] (LiOH), Cl (HCl). Solvent: C1CCOC1.O (THF H2O). Conditions: temperature 50 celsius, time 1 hour. Yields the product CC1(CN2C3=C(C(=C2C1)C(=O)O)C(NCC3)=O)C (7,7-dimethyl-1-oxo-2,3,4,6,7,8-hexahydro-1H-pyrido[3,4-b]pyrrolizine-9-carboxylic acid). The yield is 91.0%. RXN SMILES: [CH3:1][C:2]1([CH3:19])[CH2:9][C:8]2[N:4]([C:5]3[CH2:17][CH2:16][NH:15][C:14](=[O:18])[C:6]=3[C:7]=2[C:10]([O:12]C)=[O:11])[CH2:3]1.[Li+].[OH-].Cl>C1COCC1.O>[CH3:1][C:2]1([CH3:19])[CH2:9][C:8]2[N:4]([C:5]3[CH2:17][CH2:16][NH:15][C:14](=[O:18])[C:6]=3[C:7]=2[C:10]([OH:12])=[O:11])[CH2:3]1 |f:1.2,4.5|. Procedure details: To a solution of 137l (crude, 35.4 mmol) in THF/H2O (100 mL/100 mL) was added LiOH (4.26 g, 177 mmol). See FIG. 2. The mixture was stirred at 50° C. for 1 h. Upon reaction completion, the mixture was acidified with HCl (1N) until pH<6 and concentrated to remove THF. The resulting white solid was collected by filtration and washed with cold water to give 7,7-dimethyl-1-oxo-2,3,4,6,7,8-hexahydro-1H-pyrido[3,4-b]pyrrolizine-9-carboxylic acid 137m (8 g, 91%).